The task is: describe an organic reaction: reactants, conditions, products, and yield. This data is from the Open Reaction Database (ORD), a public repository of structured organic reaction records. Reactants: C(C)(=O)O (acetic acid), [Si](C)(C)(C(C)(C)C)OC(CCC(C(C1=CC=C(C=C1)OC)NC1=CC=C(C#N)C=C1)C(=O)N1C(OCC1C1=CC=CC=C1)=O)C1=CC=C(C=C1)F (4-[5-(tert-butyidimethylsilanyloxy)-5-(4-fluorophenyl)-1-(4-methoxyphenyl)-2-(2-oxo-4-phenyloxazolidine-3-carbonyl)pentylamino]benzonitrile), C/C(=N\[Si](C)(C)C)/O[Si](C)(C)C (N,O-bis(trimethylsilyl)acetamide), solution, [F-].C(CCC)[N+](CCCC)(CCCC)CCCC (tetrabutylammonium fluoride). The solvent is COC(C)(C)C (methyl tert-butylether), O1CCCC1 (tetrahydrofuran). Reaction conditions: time 2 hour. The product is [Si](C)(C)(C(C)(C)C)OC(CCC1C(N(C1=O)C1=CC=C(C#N)C=C1)C1=CC=C(C=C1)OC)C1=CC=C(C=C1)F (4-[3-[3-(tert-butyidimethylsilanyloxy)-3-(4-fluorophenyl)propyl]-2-(4-methoxyphenyl)-4-oxoazetidin-1-yl]benzonitrile). Reaction SMILES: [Si:1]([O:8][CH:9]([C:45]1[CH:50]=[CH:49][C:48]([F:51])=[CH:47][CH:46]=1)[CH2:10][CH2:11][CH:12]([C:31](N1C(C2C=CC=CC=2)COC1=O)=[O:32])[CH:13]([NH:22][C:23]1[CH:30]=[CH:29][C:26]([C:27]#[N:28])=[CH:25][CH:24]=1)[C:14]1[CH:19]=[CH:18][C:17]([O:20][CH3:21])=[CH:16][CH:15]=1)([C:4]([CH3:7])([CH3:6])[CH3:5])([CH3:3])[CH3:2].C/C(/O[Si](C)(C)C)=N\[Si](C)(C)C.[F-].C([N+](CCCC)(CCCC)CCCC)CCC.C(O)(=O)C>COC(C)(C)C.O1CCCC1>[Si:1]([O:8][CH:9]([C:45]1[CH:50]=[CH:49][C:48]([F:51])=[CH:47][CH:46]=1)[CH2:10][CH2:11][CH:12]1[C:31](=[O:32])[N:22]([C:23]2[CH:24]=[CH:25][C:26]([C:27]#[N:28])=[CH:29][CH:30]=2)[CH:13]1[C:14]1[CH:15]=[CH:16][C:17]([O:20][CH3:21])=[CH:18][CH:19]=1)([C:4]([CH3:5])([CH3:7])[CH3:6])([CH3:2])[CH3:3] |f:2.3|. Reported procedure: 13.2 g of 4-[5-(tert-butyldimethylsilanyloxy)-5-(4-fluorophenyl)-1-(4-methoxyphenyl)-2-(2-oxo4-phenyloxazolidine-3-carbonyl)pentylamino]benzonitrile (2) were dissolved in 380 ml of methyl tert-butylether. 18.6 ml of N,O-bis(trimethylsilyl)acetamide and 1.86 ml of a 1 M solution of tetrabutylammonium fluoride in tetrahydrofuran were added and the mixture was stirred at room temperature for 2 h. After the reaction ended, 10 ml of acetic acid were added, the reaction mixture was concentrated under ... Starting materials: N1C=CC2=CC=CC=C12 (indole), BrC1=CC=C(C=C1)C (4-bromotoluene), C(C)(=O)OCC (Ethyl acetate). The reagents and catalysts are [Cu-]=O (Copper(I) oxide). Solvent: N1=CC=CC=C1 (pyridine). Yields the product CC1=CC=C(C=C1)N1C=C(C2=CC=CC=C12)C(=O)OC (1-(4-Methylphenyl)-1H-indole-3-carboxylic acid, methyl ester). As a reaction SMILES: [NH:1]1[C:9]2[C:4](=[CH:5][CH:6]=[CH:7][CH:8]=2)[CH:3]=[CH:2]1.Br[C:11]1[CH:16]=[CH:15][C:14]([CH3:17])=[CH:13][CH:12]=1.[C:18]([O:21][CH2:22]C)(=[O:20])C>N1C=CC=CC=1.[Cu-]=O>[CH3:17][C:14]1[CH:15]=[CH:16][C:11]([N:1]2[C:9]3[C:4](=[CH:5][CH:6]=[CH:7][CH:8]=3)[C:3]([C:18]([O:21][CH3:22])=[O:20])=[CH:2]2)=[CH:12][CH:13]=1. Reported procedure: The title A indole (819 mg, 4.67 mmol, 1.0 eq.) and 4-bromotoluene (1.44 ml, 11.69 mmol, 2.5 eq.) were dissolved in pyridine (4.7 ml, 1M) in an argon atmosphere. Copper(I) oxide (668 mg, 4.67 mmol, 1.0 eq.) was added and heated at 130°±5° C. for 8.5 hours. Ethyl acetate was added and the solid was removed by filtration through celite. The filtrate was washed with water (3×40 ml), 0.5N hydrochloric acid (2×50 ml) and saturated sodium hydrogen carbonate solution (40 ml), dried over anhydrous magne... Starting materials: FC(C1=CC(=NC=2N1N=CC2C(=O)O)C2=CC=C(C=C2)C(F)(F)F)(F)F (7-trifluoromethyl-5-(4-trifluoromethyl-phenyl)-pyrazolo[1,5-a]pyrimidine-3-carboxylic acid), NC1=NC=C(C=N1)C(=N)NO (2-amino-N-hydroxy-pyrimidine-5-carboxamidine). Product: FC(C1=CC(=NC=2N1N=CC2C2=NC(=NO2)C=2C=NC(=NC2)N)C2=CC=C(C=C2)C(F)(F)F)(F)F (5-{5-[7-Trifluoromethyl-5-(4-trifluoromethyl-phenyl)-pyrazolo[1,5-a]pyrimidin-3-yl]-[1,2,4]oxadiazol-3-yl}-pyrimidin-2-ylamine). As a reaction SMILES: [F:1][C:2]([F:26])([F:25])[C:3]1[N:8]2[N:9]=[CH:10][C:11]([C:12]([OH:14])=O)=[C:7]2[N:6]=[C:5]([C:15]2[CH:20]=[CH:19][C:18]([C:21]([F:24])([F:23])[F:22])=[CH:17][CH:16]=2)[CH:4]=1.[NH2:27][C:28]1[N:33]=[CH:32][C:31]([C:34]([NH:36]O)=[NH:35])=[CH:30][N:29]=1>>[F:26][C:2]([F:25])([F:1])[C:3]1[N:8]2[N:9]=[CH:10][C:11]([C:12]3[O:14][N:36]=[C:34]([C:31]4[CH:30]=[N:29][C:28]([NH2:27])=[N:33][CH:32]=4)[N:35]=3)=[C:7]2[N:6]=[C:5]([C:15]2[CH:20]=[CH:19][C:18]([C:21]([F:23])([F:22])[F:24])=[CH:17][CH:16]=2)[CH:4]=1. Procedure: The title compound was prepared from 7-trifluoromethyl-5-(4-trifluoromethyl-phenyl)-pyrazolo[1,5-a]pyrimidine-3-carboxylic acid (example C.2) (188 mg, 0.5 mmol) 2-amino-N-hydroxy-pyrimidine-5-carboxamidine (example B.5) (115 mg, 0.75 mmol) according to general procedure II. Obtained after purification by flash chromatography (ethyl acetate/heptane) and crystallization (dichloromethane/MeOH) as a yellow solid (160 mg, 65%). MS (ISP) 493.3 [(M+H)+]; mp 254° C. Reactants: N(=NC(=O)N1CCCCC1)C(=O)N1CCCCC1 (1,1′-(Azodicarbonyl)dipiperidine), C(C1=CC=CC=C1)OC[C@@H]1[C@H](C1)C=1C=C(C=NC1)O (5-[(1S,2S)-2-(benzyloxymethyl)cyclopropyl]-3-pyridinol), C(C)(C)(C)OC(=O)N1[C@@H](CC1)CO (1-(tert-butoxycarbonyl)-2(S)-azetidinylmethanol), C(CCC)P(CCCC)CCCC (Tributylphosphine). The solvent is C1(=CC=CC=C1)C (toluene). Reaction conditions: time 10 minute. Yields the product C(C)(C)(C)OC(=O)N1[C@@H](CC1)COC=1C=NC=C(C1)[C@@H]1[C@H](C1)COCC1=CC=CC=C1 (3-[[1-(tert-Butoxycarbonyl)-2(S)-azetidinyl]methoxy]-5-[(1S,2S)-2-(benzyloxymethyl)cyclopropyl]pyridine). Isolated yield 78.5%. RXN SMILES: N(C(N1CCCCC1)=O)=NC(N1CCCCC1)=O.C(P(CCCC)CCCC)CCC.[CH2:32]([O:39][CH2:40][C@H:41]1[CH2:43][C@@H:42]1[C:44]1[CH:45]=[C:46]([OH:50])[CH:47]=[N:48][CH:49]=1)[C:33]1[CH:38]=[CH:37][CH:36]=[CH:35][CH:34]=1.[C:51]([O:55][C:56]([N:58]1[CH2:61][CH2:60][C@H:59]1[CH2:62]O)=[O:57])([CH3:54])([CH3:53])[CH3:52]>C1(C)C=CC=CC=1>[C:51]([O:55][C:56]([N:58]1[CH2:61][CH2:60][C@H:59]1[CH2:62][O:50][C:46]1[CH:47]=[N:48][CH:49]=[C:44]([C@H:42]2[CH2:43][C@@H:41]2[CH2:40][O:39][CH2:32][C:33]2[CH:34]=[CH:35][CH:36]=[CH:37][CH:38]=2)[CH:45]=1)=[O:57])([CH3:54])([CH3:52])[CH3:53]. Procedure details: 1,1′-(Azodicarbonyl)dipiperidine (207 mg, 0.82 mmol, 1.6 equiv.) was dissolved in 2.0 mL of toluene (dried with molecular sieve 3 Å) in a 10 mL round-bottom flask with a side neck. The flask was equipped with rubber septa and a magnetic stirrer. The atmosphere was exchanged with Ar (3 times), and the flask was cooled with an ice bath. Tributylphosphine (203 μL, 0.82 mmol, 1.6 equiv.) was added dropwise. The mixture was warmed to room temperature and stirred for 10 min. The resulting colorless so... Reactants: N[C@@H](CC(C)C)C(=O)O (L-leucine), C1=CC(=CN=C1)C(=O)N (vitamin PP), N[C@@H](CC1=CC=CC=C1)C(=O)O (L-phenylalanine), OC=1[C@H](OC(C1O)=O)[C@H](CO)O (vitamin C), N[C@@H]([C@H](O)C)C(=O)O (L-threonine), vitamin A, CC1=C(C(=C(C=N1)CO)CO)O.Cl (vitamin B6), CC1=C(SC=[N+]1CC=2C=NC(=NC2N)C)CCO.Cl.[Cl-] (vitamin B1), C([C@@H](C(=O)O)N)SSC[C@@H](C(=O)O)N (L-cystine), N[C@@H](CCCCN)C(=O)O (L-lysine), N[C@@H](CCSC)C(=O)O (L-methionine), N[C@@H](C(C)C)C(=O)O (L-valine). The reagents and catalysts are CC1=CC2=C(C=C1C)N(C=N2)[C@@H]3[C@@H]([C@@H]([C@H](O3)CO)OP(=O)([O-])O[C@H](C)CNC(=O)CC[C@@]4([C@H]([C@@H]5[C@]6([C@@]([C@@H](/C(=C(/C7=N/C(=C\C8=N/C(=C(\C4=N5)/C)/[C@H](C8(C)C)CCC(=O)N)/[C@H]([C@]7(C)CC(=O)N)CCC(=O)N)\C)/[N-]6)CCC(=O)N)(C)CC(=O)N)C)CC(=O)N)C)O.[C-]#N.[Co+3] (vitamin B12). Yields the product N[C@@H]([C@@H](C)CC)C(=O)O (L-isoleucine). Reaction SMILES: [NH2:1][C@H:2]([C:7]([OH:9])=[O:8])[CH2:3][CH:4]([CH3:6])C.N[C@H:11](C(O)=O)CCCCN.N[C@H](C(O)=O)CCSC.N[C@H](C(O)=O)CC1C=CC=CC=1.N[C@H](C(O)=O)[C@@H](C)O.N[C@H](C(O)=O)C(C)C.C(SSC[C@H](N)C(O)=O)[C@H](N)C(O)=O.CC1[N+](CC2C=NC(C)=NC=2N)=CSC=1CCO.Cl.[Cl-].C1C=NC=C(C(N)=O)C=1.CC1N=CC(CO)=C(CO)C=1O.Cl.OC1[C@@H]([C@@H](O)CO)OC(=O)C=1O>CC1C(C)=CC2N([C@H]3O[C@H](CO)[C@@H](OP(O[C@@H](CNC(CC[C@@]4(C)C5=N[C@@H]([C@]6(C)[N-]C(=C(C)C7[C@](CC(N)=O)(C)[C@H](CCC(N)=O)C(=CC8C(C)(C)[C@H](CCC(N)=O)C(=C5C)N=8)N=7)[C@@H](CCC(N)=O)[C@@]6(CC(N)=O)C)[C@@H]4CC(N)=O)=O)C)([O-])=O)[C@H]3O)C=NC=2C=1.[C-]#N.[Co+3]>[NH2:1][C@H:2]([C:7]([OH:9])=[O:8])[C@H:3]([CH2:4][CH3:6])[CH3:11] |f:7.8.9,11.12,14.15.16|. Procedure details: L-leucine (2.4 g); L-lysine (1.5 g); L-methionine (1.4 g); L-phenylalanine (2.0 g); L-threonine (1.4 g); L-valine (1.5 g); L-cystine (0.2 g); vitamin A 5000 I.U.; vitamin B1 (1.6 mg); vitamin B12 (2.5 mg); vitamin PP (18 mg); vitamin B6 (2.4 mg) and vitamin C (100 g).